Dataset: the Open Reaction Database (ORD), a public repository of structured organic reaction records. Task: describe an organic reaction: reactants, conditions, products, and yield The reactants are FC=1C=C(C=CC1)/C=C/C(=O)C1=CC(=CC=C1)O ((E)-3-(3-Fluorophenyl)-1-(3-hydroxyphenyl)prop-2-en-1-one), OC=1C=C(C=CC1)C(\C=C\C1=CC=CC=C1)=O ((E)-1-(3-hydroxyphenyl)-3-phenylprop-2-en-1-one). Run at time 16 hour. Yields the product FC=1C=C(C=CC1)C1CC(C2=CC(=CC=C12)O)=O (3-(3-Fluorophenyl)-2,3-dihydro-6-hydroxyinden-1-one). The yield is 86.0%. RXN SMILES: [F:1][C:2]1[CH:3]=[C:4](/[CH:8]=[CH:9]/[C:10]([C:12]2[CH:17]=[CH:16][CH:15]=[C:14]([OH:18])[CH:13]=2)=[O:11])[CH:5]=[CH:6][CH:7]=1.OC1C=C(C(=O)/C=C/C2C=CC=CC=2)C=CC=1>>[F:1][C:2]1[CH:3]=[C:4]([CH:8]2[C:17]3[C:12](=[CH:13][C:14]([OH:18])=[CH:15][CH:16]=3)[C:10](=[O:11])[CH2:9]2)[CH:5]=[CH:6][CH:7]=1. Reported procedure: The procedure of Step 2 of Example 1 was repeated except for using (E)-3-(3-fluorophenyl)-1-(3-hydroxyphenyl)prop-2-en-1-one obtained in Step 1 as a starting material instead of (E)-1-(3-hydroxyphenyl)-3-phenylprop-2-en-1-one and being stirred for 16 h to obtain the title compound (86%). Reactants: ClC1=NC(=NC(=N1)C1=CC=CC=C1)C1=CC=CC=C1 (2-chloro-4,6-diphenyl-s-triazine), [N-]=[N+]=[N-].[Na+] (sodium azide), [N-]=[N+]=[N-].[Li+] (lithium azide). Run in C(C)#N (acetonitrile). Run at time 11 day. Product: N(=[N+]=[N-])C1=NC(=NC(=N1)C1=CC=CC=C1)C1=CC=CC=C1 (2-azido-4,6-diphenyl-s-triazine). The yield is 22.5%. As a reaction SMILES: Cl[C:2]1[N:7]=[C:6]([C:8]2[CH:13]=[CH:12][CH:11]=[CH:10][CH:9]=2)[N:5]=[C:4]([C:14]2[CH:19]=[CH:18][CH:17]=[CH:16][CH:15]=2)[N:3]=1.[N-:20]=[N+:21]=[N-:22].[Na+].[N-]=[N+]=[N-].[Li+]>C(#N)C>[N:20]([C:2]1[N:7]=[C:6]([C:8]2[CH:13]=[CH:12][CH:11]=[CH:10][CH:9]=2)[N:5]=[C:4]([C:14]2[CH:19]=[CH:18][CH:17]=[CH:16][CH:15]=2)[N:3]=1)=[N+:21]=[N-:22] |f:1.2,3.4|. Procedure: A suspension of 2-chloro-4,6-diphenyl-s-triazine (30 g, 0.112 mol), sodium azide (12.86 g, 0.199 mol) and lithium azide (1.24 g, 0.025 mol) in acetonitrile (550 ml) was stirred at room temperature for 11 days. After filtration, the filtrate on evaporation yielded 6.9 g of 2-azido-4,6-diphenyl-s-triazine, mp 115°-117° C. The residue on extraction with hot heptane, followed by crystallization from heptane, gave an additional 20 g quantity having a mp of 114°-116° C bringing the total yield of 2-az... The reactants are FC(C(=O)O)(F)F (trifluoroacetic acid), N=C1SCCC1 (2-Iminothiolane), C[C@@H]1C[C@H]2[C@@H]3CCC4=CC(=O)C=C[C@@]4([C@]3([C@H](C[C@@]2([C@]1(C(=O)CO)O)C)O)F)C.S(C)(=O)(=O)[O-] (dexamethasone mesylate), C[C@@H]1C[C@H]2[C@@H]3CCC4=CC(=O)C=C[C@@]4([C@]3([C@H](C[C@@]2([C@]1(C(=O)CO)O)C)O)F)C.S(C)(=O)(=O)[O-] (dexamethasone mesylate), NCCCNCCCCNCCCN (spermine). Solvent: C(=O)O (formic acid), O (water), C1CCOC1 (THF), C(C)O (ethanol). Run at time 3 hour. The product is OC(=O)C(F)(F)F.OC(=O)C(F)(F)F.OC(=O)C(F)(F)F.OC(=O)C(F)(F)F.NCCCNCCCCNCCCN (spermine tetra TFA salt), tetra-formate. RXN SMILES: C[C@H]1[C@](O)(C(CO)=O)[C@]2(C)[C@H]([C@H]3[C@](F)([C@@H](O)C2)[C@]2(C)C(=CC(C=C2)=O)CC3)C1.S([O-])(=O)(=O)C.[NH2:34][CH2:35][CH2:36][CH2:37][NH:38][CH2:39][CH2:40][CH2:41][CH2:42][NH:43][CH2:44][CH2:45][CH2:46][NH2:47].N=C1CCCS1.[F:54][C:55]([F:60])([F:59])[C:56]([OH:58])=[O:57]>O.C(O)=O.C1COCC1.C(O)C>[OH:58][C:56]([C:55]([F:60])([F:59])[F:54])=[O:57].[OH:58][C:56]([C:55]([F:60])([F:59])[F:54])=[O:57].[OH:58][C:56]([C:55]([F:60])([F:59])[F:54])=[O:57].[OH:58][C:56]([C:55]([F:60])([F:59])[F:54])=[O:57].[NH2:47][CH2:46][CH2:45][CH2:44][NH:43][CH2:42][CH2:41][CH2:40][CH2:39][NH:38][CH2:37][CH2:36][CH2:35][NH2:34] |f:0.1,9.10.11.12.13|. Procedure: A 1-L round-bottom flask equipped with a magnetic stir bar and rubber septum was purged with nitrogen and charged with 600 mL of USP-grade dry ethanol, 60 mL of anhydrous THF, 4.95 grams (10.5 mmol, 1.05 equivalents) of dexamethasone-mesylate and 10 grams (19.5 mmol, 4.95 equivalents) of spermine. 2-Iminothiolane, 1.38 grams (10 mmol, 1.0 equivalents) in 3 mL of water, was added dropwise to the solution over 5 minutes with vigorous mixing. The solution changed color from clear to clear light yel... Starting materials: C(C)(=O)OCC (ethyl acetate), C[Si]([N-][Si](C)(C)C)(C)C.[Na+] (Sodium hexamethyldisilazide), [Br-].ClC=1C=NC2=CC=C(C=C2C1CC[P+](C1=CC=CC=C1)(C1=CC=CC=C1)C1=CC=CC=C1)OC ([2-(3-chloro-6-methoxy-quinolin-4-yl)-ethyl]-triphenyl-phosphonium bromide), C(C)(C)(C)OC(N[C@@H]1CC[C@H](CC1)C=O)=O ((trans-4-formyl-cyclohexyl)-carbamic acid tert-butyl ester). Run in petroleum ether, O1CCCC1 (tetrahydrofuran). Reaction conditions: temperature -10 celsius, time 45 minute. Yields the product C(C)(C)(C)OC(N[C@@H]1CC[C@H](CC1)C=CCC1=C(C=NC2=CC=C(C=C12)OC)Cl)=O ({trans-4-[3-(3-chloro-6-methoxy-quinolin-4-yl)-propenyl]-cyclohexyl}-carbamic acid tert-butyl ester). The yield is 61.1%. Reaction SMILES: C[Si](C)(C)[N-][Si](C)(C)C.[Na+].[Br-].[Cl:12][C:13]1[CH:14]=[N:15][C:16]2[C:21]([C:22]=1[CH2:23][CH2:24][P+](C1C=CC=CC=1)(C1C=CC=CC=1)C1C=CC=CC=1)=[CH:20][C:19]([O:44][CH3:45])=[CH:18][CH:17]=2.[C:46]([O:50][C:51](=[O:61])[NH:52][C@H:53]1[CH2:58][CH2:57][C@H:56]([CH:59]=O)[CH2:55][CH2:54]1)([CH3:49])([CH3:48])[CH3:47].C(OCC)(=O)C>O1CCCC1>[C:46]([O:50][C:51](=[O:61])[NH:52][C@H:53]1[CH2:54][CH2:55][C@H:56]([CH:59]=[CH:24][CH2:23][C:22]2[C:21]3[C:16](=[CH:17][CH:18]=[C:19]([O:44][CH3:45])[CH:20]=3)[N:15]=[CH:14][C:13]=2[Cl:12])[CH2:57][CH2:58]1)([CH3:49])([CH3:47])[CH3:48] |f:0.1,2.3|. Procedure: Sodium hexamethyldisilazide (1.0 M in tetrahydrofuran, 3.27 mL, 3.27 mmol, 2.3 eq) is added dropwise at −78° C. to a stirred solution of [2-(3-chloro-6-methoxy-quinolin-4-yl)-ethyl]-triphenyl-phosphonium bromide (800 g, 1.42 mmol, 1.0 eq) in tetrahydrofuran (25 mL). The reaction mixture is then stirred for 45 minutes at −10° C. before lowering down the temperature to −78° C. followed by the addition of (trans-4-formyl-cyclohexyl)-carbamic acid tert-butyl ester (420 mg, 1.85 mmol, 1.3 eq). The re... Starting materials: C1CCOC1, [Mg+]C1CCCCC1, [Cl-], Ic1ccccn1, Cc1ccc(C(=O)NC2CC2)cc1-n1ncc(C#N)c1N. Product: Cc1ccc(C(=O)NC2CC2)cc1-n1ncc(C(=O)c2ccccn2)c1N. As a reaction SMILES: [CH2:37]1[CH2:40][CH2:39][CH2:38][O:41]1.[CH:2]1([Mg+:3])[CH2:4][CH2:5][CH2:6][CH2:7][CH2:8]1.[Cl-:1].[I:9][c:10]1[n:11][cH:12][cH:13][cH:14][cH:15]1.[NH2:16][c:17]1[c:18]([C:35]#[N:36])[cH:19][n:20][n:21]1-[c:22]1[cH:23][c:24]([C:25](=[O:26])[NH:27][CH:28]2[CH2:29][CH2:30]2)[cH:31][cH:32][c:33]1[CH3:34]>>[c:10]1([C:35]([c:18]2[c:17]([NH2:16])[n:21](-[c:22]3[cH:23][c:24]([C:25](=[O:26])[NH:27][CH:28]4[CH2:29][CH2:30]4)[cH:31][cH:32][c:33]3[CH3:34])[n:20][cH:19]2)=[O:41])[n:11][cH:12][cH:13][cH:14][cH:15]1. Reactants: CN1CC(=O)NC1=O, CC(=O)O, NCCC(=O)O, O, COc1cc(C=O)ccc1O. Product: COc1cc(C=C2C(=O)NC(=O)N2C)ccc1O. RXN SMILES: [CH3:12][N:13]1[C:14](=[O:15])[NH:16][C:17](=[O:18])[CH2:19]1.[CH3:26][C:27](=[O:28])[OH:29].[NH2:20][CH2:21][CH2:22][C:23]([OH:24])=[O:25].[OH2:30].[OH:1][c:2]1[c:3]([O:10][CH3:11])[cH:4][c:5]([CH:6]=[O:7])[cH:8][cH:9]1>>[OH:1][c:2]1[c:3]([O:10][CH3:11])[cH:4][c:5]([CH:6]=[C:19]2[N:13]([CH3:12])[C:14](=[O:15])[NH:16][C:17]2=[O:18])[cH:8][cH:9]1.